From a dataset of the Open Reaction Database (ORD), a public repository of structured organic reaction records. describe an organic reaction: reactants, conditions, products, and yield Starting materials: C(C1=CC=CC=C1)N1[C@H](CN(CC1)CC1=CC=CC=C1)CCC1=CC=C(C=C1)F ((S)-1,4-dibenzyl-2-(2-(4-fluoro-phenyl)-ethyl)-piperazine), C(=O)[O-].[NH4+] (ammonium formate). Reagents/catalysts: [Pd] (Pd/C). Run in C(C)O (ethanol). Conditions: time 30 minute. Yields the product FC1=CC=C(C=C1)CC[C@@H]1NCCNC1 ((S)-2-(2-(4-Fluoro-phenyl)-ethyl)-piperazine). RXN SMILES: C([N:8]1[CH2:13][CH2:12][N:11](CC2C=CC=CC=2)[CH2:10][C@@H:9]1[CH2:21][CH2:22][C:23]1[CH:28]=[CH:27][C:26]([F:29])=[CH:25][CH:24]=1)C1C=CC=CC=1.C([O-])=O.[NH4+]>[Pd].C(O)C>[F:29][C:26]1[CH:27]=[CH:28][C:23]([CH2:22][CH2:21][C@H:9]2[CH2:10][NH:11][CH2:12][CH2:13][NH:8]2)=[CH:24][CH:25]=1 |f:1.2|. Reported procedure: Combine (S)-1,4-dibenzyl-2-(2-(4-fluoro-phenyl)-ethyl)-piperazine (1.94 g, 4.99 mmol), ammonium formate (1.57 g, 24.95 mmol), 5% Pd/C (241.1 mg), and ethanol (50 mL) and stir and heat the mixture at reflux. After 4 hours 30 minutes, cool to ambient temperature and remove the catalyst by vacuum filtration through celite. Reduce the filtrate to residue and dissolve it in 1N NaOH. Extract with dichloromethane and combine, wash (brine), dry (sodium sulfate), and reduce the extracts to residue. Purif... Starting materials: COCOCC(CCOCc1ccccc1)OCP(=O)(OC(C)C)OC(C)C, C1=CCCCC1, CCO, [OH-], [OH-], [Pd+2]. Yields the product COCOCC(CCO)OCP(=O)(OC(C)C)OC(C)C. As a reaction SMILES: [CH2:1]([c:2]1[cH:3][cH:4][cH:5][cH:6][cH:7]1)[O:8][CH2:9][CH2:10][CH:11]([CH2:12][O:13][CH2:14][O:15][CH3:16])[O:17][CH2:18][P:19](=[O:20])([O:21][CH:22]([CH3:23])[CH3:24])[O:25][CH:26]([CH3:27])[CH3:28].[CH2:32]1[CH2:33][CH:34]=[CH:35][CH2:36][CH2:37]1.[CH3:29][CH2:30][OH:31].[OH-:38].[OH-:40].[Pd+2:39]>>[OH:8][CH2:9][CH2:10][CH:11]([CH2:12][O:13][CH2:14][O:15][CH3:16])[O:17][CH2:18][P:19](=[O:20])([O:21][CH:22]([CH3:23])[CH3:24])[O:25][CH:26]([CH3:27])[CH3:28]. The reactants are Cl (hydrogen chloride), C(C)(=O)N[C@@H](C)C1=C(C=CC(=C1)Cl)C1CCN(CC1)C(=O)OC(C)(C)C (tert-butyl 4-{2-[(1S)-1-(acetylamino)ethyl]-4-chlorophenyl}piperidine-1-carboxylate). The solvent is C(C)(=O)OCC (ethyl acetate), C(Cl)Cl (methylene chloride). Conditions: time 3 hour. Product: Cl.ClC=1C=CC(=C(C1)[C@H](C)NC(C)=O)C1CCNCC1 (N-[(1S)-1-(5-chloro-2-piperidin-4-ylphenyl)ethyl]acetamide hydrochloride). Reaction SMILES: Cl.[C:2]([NH:5][C@H:6]([C:8]1[CH:13]=[C:12]([Cl:14])[CH:11]=[CH:10][C:9]=1[CH:15]1[CH2:20][CH2:19][N:18](C(OC(C)(C)C)=O)[CH2:17][CH2:16]1)[CH3:7])(=[O:4])[CH3:3]>C(OCC)(=O)C.C(Cl)Cl>[ClH:14].[Cl:14][C:12]1[CH:11]=[CH:10][C:9]([CH:15]2[CH2:16][CH2:17][NH:18][CH2:19][CH2:20]2)=[C:8]([C@@H:6]([NH:5][C:2](=[O:4])[CH3:3])[CH3:7])[CH:13]=1 |f:4.5|. Reported procedure: A saturated solution of hydrogen chloride in ethyl acetate (15 mL) was added to a stirred solution of tert-butyl 4-{2-[(1S)-1-(acetylamino)ethyl]-4-chlorophenyl}piperidine-1-carboxylate (3.66 g, 9.61 mmol) in methylene chloride (15 mL) at 0° C. After 3 h, the volatiles were evaporated in vacuo, and the crude residue triturated twice with dry diethyl ether to give the title compound as a colorless solid.